The task is: describe an organic reaction: reactants, conditions, products, and yield. This data is from the Open Reaction Database (ORD), a public repository of structured organic reaction records. Starting materials: C1=C2C3=C(N4C2=C(C=C1N)CC4)CCCCC3 (4,5,8,9,10,11-hexahydro-7H-cyclohepta[b]pyrrolo[3,2,1-hi]indole-2-amine), C1(CCCC1)CCC(=O)Cl (3-cyclopentylpropionyl chloride), poly-(4-vinylpyridine). Reported procedure: Following the procedure of Example 1, Step 4, 4,5,8,9,10,11-hexahydro-7H-cyclohepta[b]pyrrolo[3,2,1-hi]indole-2-amine (0.10 g, 0.44 mmol), 3-cyclopentylpropionyl chloride (0.068 mL, 0.44 mmol) and poly-(4-vinylpyridine) (600 mg) in dichloroethane (15 mL) provided 3-cyclopentyl-N-4,5,8,9,10,11-hexahydro-7H-cyclohepta[b]pyrrolo[3,2,1-hi]indol-2-ylpropanamide (10 mg). MS (ESI) m/z 351; HPLC purity 100% at 210-370 nm, 11.4 min.; 100% at 250 nm, 11.4 min. (Xterra RP18, 3.5 u, 150×4.6 mm column, 1.2 m... Product: C1(CCCC1)CCC(=O)NC=1C=C2C3=C(N4C2=C(C1)CC4)CCCCC3 (3-cyclopentyl-N-4,5,8,9,10,11-hexahydro-7H-cyclohepta[b]pyrrolo[3,2,1-hi]indol-2-ylpropanamide). RXN SMILES: [CH:1]1[C:9]([NH2:10])=[CH:8][C:7]2[CH2:11][CH2:12][N:5]3[C:6]=2[C:2]=1[C:3]1[CH2:17][CH2:16][CH2:15][CH2:14][CH2:13][C:4]=13.[CH:18]1([CH2:23][CH2:24][C:25](Cl)=[O:26])[CH2:22][CH2:21][CH2:20][CH2:19]1>ClC(Cl)C>[CH:18]1([CH2:23][CH2:24][C:25]([NH:10][C:9]2[CH:1]=[C:2]3[C:6]4=[C:7]([CH2:11][CH2:12][N:5]4[C:4]4[CH2:13][CH2:14][CH2:15][CH2:16][CH2:17][C:3]3=4)[CH:8]=2)=[O:26])[CH2:22][CH2:21][CH2:20][CH2:19]1. The yield is 6.5%. The solvent is ClC(C)Cl (dichloroethane). The reactants are COC1=CC(=C(C(=C1)C)S(=O)(=O)OC1=C(C(=C(C(=C1F)F)F)F)F)C (Perfluorophenyl 4-methoxy-2,6-dimethylbenzenesulfonate), OCC1NCCCC1 (2-(hydroxymethyl)-piperidine). The reagents and catalysts are [Cl-].C(CCC)[N+](CCCC)(CCCC)CCCC (tetrabutylammonium chloride). Solvent: CN(C=O)C (N,N-dimethylformamide). Conditions: temperature 110 celsius, time 1 hour. Yields the product COC1=CC(=C(C(=C1)C)S(=O)(=O)N1C(CCCC1)CO)C ((1-(4-Methoxy-2,6-dimethylphenylsulfonyl)piperidin-2-yl)methanol). RXN SMILES: [CH3:1][O:2][C:3]1[CH:8]=[C:7]([CH3:9])[C:6]([S:10]([O:13]C2C(F)=C(F)C(F)=C(F)C=2F)(=[O:12])=O)=[C:5]([CH3:25])[CH:4]=1.[OH:26][CH2:27][CH:28]1[CH2:33][CH2:32][CH2:31][CH2:30][NH:29]1>[Cl-].C([N+](CCCC)(CCCC)CCCC)CCC.CN(C)C=O>[CH3:1][O:2][C:3]1[CH:4]=[C:5]([CH3:25])[C:6]([S:10]([N:29]2[CH2:30][CH2:31][CH2:32][CH2:33][CH:28]2[CH2:27][OH:26])(=[O:12])=[O:13])=[C:7]([CH3:9])[CH:8]=1 |f:2.3|. Reported procedure: Perfluorophenyl 4-methoxy-2,6-dimethylbenzenesulfonate (1 g, 2.616 mmol), 2-(hydroxymethyl)-piperidine (1.61 g, 13.079 mmol) and tetrabutylammonium chloride (1.45 g, 5.231 mmol) were dissolved in N,N-dimethylformamide (10 ml) and the solution was stirred at 110° C. for 1 h. The solvent was removed in vacuo, the residue was dissolved in ethyl acetate and the solution was washed with ammonium chloride solution (10%, 20 ml), dried over sodium sulfate and concentrated in vacuo. The crude product was... Starting materials: S1C=CC2=C1C=CC=C2 (benzothiophene), COC=1C2=C(SC1C(=O)OC)C=CC(=C2)C(F)(F)F (methyl 3-methoxy-5-(trifluoromethyl)benzo[b]thiophene-2-carboxylate). Yields the product COC=1C2=C(SC1C(=O)O)C=CC(=C2)C(F)(F)F (3-methoxy-5-(trifluoromethyl)-benzo[b]thiophene-2-carboxylic acid). RXN SMILES: S1C2C=CC=CC=2C=C1.[CH3:10][O:11][C:12]1[C:13]2[CH:24]=[C:23]([C:25]([F:28])([F:27])[F:26])[CH:22]=[CH:21][C:14]=2[S:15][C:16]=1[C:17]([O:19]C)=[O:18]>>[CH3:10][O:11][C:12]1[C:13]2[CH:24]=[C:23]([C:25]([F:28])([F:26])[F:27])[CH:22]=[CH:21][C:14]=2[S:15][C:16]=1[C:17]([OH:19])=[O:18]. Procedure details: When the starting benzothiophene of the above example was replaced by methyl 3-methoxy-5-(trifluoromethyl)benzo[b]thiophene-2-carboxylate, there was obtained 3-methoxy-5-(trifluoromethyl)-benzo[b]thiophene-2-carboxylic acid. The reactants are [Cl-].[Cl-].[Cl-].C(C)(C)(C)C=1N(C(=C(N1)C(C)(C)C)C(C)(C)C)[Ti+3] (2,4,5-tri-tert-butyl-imidazolyltitanium trichloride), C[O-].[Li+] (lithium methoxide), C[O-].[Li+] (lithium methoxide), [Cl-].[Li+] (lithium chloride). The solvent is C1(=CC=CC=C1)C (toluene). Run at time 2 day. Yields the product C[O-].C[O-].[Cl-].C(C)(C)(C)C=1[N-]C(=C(N1)C(C)(C)C)C(C)(C)C.[Ti+4] (titanium(2,4,5-tri-tert-butyl-imidazolate) chloride dimethoxide). As a reaction SMILES: [Cl-:1].[Cl-].[Cl-].[C:4]([C:8]1[N:9]([Ti+3:21])[C:10]([C:17]([CH3:20])([CH3:19])[CH3:18])=[C:11]([C:13]([CH3:16])([CH3:15])[CH3:14])[N:12]=1)([CH3:7])([CH3:6])[CH3:5].[CH3:22][O-:23].[Li+].[Cl-].[Li+]>C1(C)C=CC=CC=1>[CH3:22][O-:23].[CH3:22][O-:23].[Cl-:1].[C:4]([C:8]1[N-:12][C:11]([C:13]([CH3:16])([CH3:15])[CH3:14])=[C:10]([C:17]([CH3:20])([CH3:19])[CH3:18])[N:9]=1)([CH3:7])([CH3:6])[CH3:5].[Ti+4:21] |f:0.1.2.3,4.5,6.7,9.10.11.12.13|. Procedure: To a Solution of 0.500 g (1.28 mmol) of 2,4,5-tri-tert-butyl-imidazolyltitanium trichloride in 7 ml of toluene was added to 0.235 g (6.2 mmol) of lithium methoxide at RT. The slurry was agitated at RT for 2 days followed by 16 hours at 50° C. During the treatment the color of the slurry changed from deep red to yellow. Mixture of lithium methoxide and lithium chloride was filtered off and solvent was distilled under vacuum at 50° C. Residue analysis by 1H and 13C NMR indicated presence of a mixt... Starting materials: FC1=CC=C2C=NN(C2=C1)C1CCNCC1 (6-Fluoro-1-(piperidin-4-yl)-1H-indazole), ClC=1N=NC(=CC1)C=1C=NN(C1)C (3-chloro-6-(1-methyl-1H-pyrazol-4-yl)pyridazine), CCN(C(C)C)C(C)C (DIEA). The solvent is CS(=O)C (DMSO). Yields the product FC1=CC=C2C=NN(C2=C1)C1CCN(CC1)C=1N=NC(=CC1)C=1C=NN(C1)C (6-fluoro-1-(1-(6-(1-methyl-1H-pyrazol-4-yl)pyridazin-3-yl)piperidin-4-yl)-1H-indazole). As a reaction SMILES: [F:1][C:2]1[CH:10]=[C:9]2[C:5]([CH:6]=[N:7][N:8]2[CH:11]2[CH2:16][CH2:15][NH:14][CH2:13][CH2:12]2)=[CH:4][CH:3]=1.Cl[C:18]1[N:19]=[N:20][C:21]([C:24]2[CH:25]=[N:26][N:27]([CH3:29])[CH:28]=2)=[CH:22][CH:23]=1.CCN(C(C)C)C(C)C>CS(C)=O>[F:1][C:2]1[CH:10]=[C:9]2[C:5]([CH:6]=[N:7][N:8]2[CH:11]2[CH2:16][CH2:15][N:14]([C:18]3[N:19]=[N:20][C:21]([C:24]4[CH:25]=[N:26][N:27]([CH3:29])[CH:28]=4)=[CH:22][CH:23]=3)[CH2:13][CH2:12]2)=[CH:4][CH:3]=1. Procedure details: 6-Fluoro-1-(piperidin-4-yl)-1H-indazole (260 mg, 1.19 mmol), 3-chloro-6-(1-methyl-1H-pyrazol-4-yl)pyridazine (230 mg, 1.19 mmol) and DIEA (269 uL) in DMSO (4 ml) under Ar were heated in a microwave reactor at 200° C. for 1 hour. After removal of most of the DMSO in vacuo, water (10 mL) was added and the aqueous layer extracted several times with CHCl3 (50 mL). The organic layer was washed with brine, dried (MgSO4), decolorized with NORITE, filtered and the solvent removed in vacuo. The resulting... Reactants: C=CC1=CC=CC=C1 (Styrene), C1(O)=CC=C(O)C=C1 (hydroquinone). The product is C1(=CC=CC=C1)C(C)C1=C(O)C=CC(=C1)O ((1-phenylethyl) hydroquinone). RXN SMILES: [CH2:1]=[CH:2][C:3]1[CH:8]=[CH:7][CH:6]=[CH:5][CH:4]=1.[C:9]1([CH:16]=[CH:15][C:13]([OH:14])=[CH:12][CH:11]=1)[OH:10]>>[C:3]1([CH:2]([C:11]2[CH:12]=[C:13]([OH:14])[CH:15]=[CH:16][C:9]=2[OH:10])[CH3:1])[CH:8]=[CH:7][CH:6]=[CH:5][CH:4]=1. Procedure: Styrene and hydroquinone are reacted to produce (1-phenylethyl) hydroquinone, i.e., ##STR1## Reactants: S1CCN(CC2=C1C=CC=C2)C(C)=O (1-(2,3-dihydro-1,4-benzothiazepin-4(5H)-yl)ethanone), ClC=1C=C(C(=O)OO)C=CC1 (3-chloroperoxybenzoic acid). The solvent is ClCCl (dichloromethane), ClCCl (dichloromethane). Conditions: time 15 minute. Yields the product O=S1CCN(CC2=C1C=CC=C2)C(C)=O (1-(1-Oxido-2,3-dihydro-1,4-benzothiazepin-4(5H)-yl)ethanone). The yield is 77.4%. RXN SMILES: [S:1]1[C:7]2[CH:8]=[CH:9][CH:10]=[CH:11][C:6]=2[CH2:5][N:4]([C:12](=[O:14])[CH3:13])[CH2:3][CH2:2]1.ClC1C=C(C=CC=1)C(OO)=[O:20]>ClCCl>[O:20]=[S:1]1[C:7]2[CH:8]=[CH:9][CH:10]=[CH:11][C:6]=2[CH2:5][N:4]([C:12](=[O:14])[CH3:13])[CH2:3][CH2:2]1. Procedure details: To a cooled solution of 1-(2,3-dihydro-1,4-benzothiazepin-4(5H)-yl)ethanone (70 g, 0.33 mol) in dichloromethane (700 mL) was added a solution of 3-chloroperoxybenzoic acid (67 g, 0.33 mol) in dichloromethane (800 mL) dropwise at 0° C. After the addition, the reaction was stirred at the same temperature for 15 minutes. The resulting reaction mixture was washed with a saturated aqueous solution of sodium carbonate (500 mL×2) and a saturated aqueous solution of sodium sulfite (500 mL×2). The combin...